This data is from the Open Reaction Database (ORD), a public repository of structured organic reaction records. The task is: describe an organic reaction: reactants, conditions, products, and yield The reactants are OC1=CC=C(C=C1)CCCN1C=NC=C1 (1-[3-(4-hydroxyphenyl)propyl]imidazole), ClCC=1N=C(OC1)\C=C\C=1OC=CC1 (4-chloromethyl-2-[(E)-2-(2-furyl)ethenyl]oxazole). The product is O1C(=CC=C1)/C=C/C=1OC=C(N1)COC1=CC=C(C=C1)CCCN1C=NC=C1 (2-[(E)-2-(2-furyl)ethenyl]-4-[4-[3-(1-imidazolyl)propyl]phenoxymethyl]oxazole). Isolated yield 70.0%. As a reaction SMILES: [OH:1][C:2]1[CH:7]=[CH:6][C:5]([CH2:8][CH2:9][CH2:10][N:11]2[CH:15]=[CH:14][N:13]=[CH:12]2)=[CH:4][CH:3]=1.Cl[CH2:17][C:18]1[N:19]=[C:20](/[CH:23]=[CH:24]/[C:25]2[O:26][CH:27]=[CH:28][CH:29]=2)[O:21][CH:22]=1>>[O:26]1[CH:27]=[CH:28][CH:29]=[C:25]1/[CH:24]=[CH:23]/[C:20]1[O:21][CH:22]=[C:18]([CH2:17][O:1][C:2]2[CH:7]=[CH:6][C:5]([CH2:8][CH2:9][CH2:10][N:11]3[CH:15]=[CH:14][N:13]=[CH:12]3)=[CH:4][CH:3]=2)[N:19]=1. Procedure details: In substantially the same manner as in Working Example 72, 1-[3-(4-hydroxyphenyl)propyl]imidazole was allowed to react with 4-chloromethyl-2-[(E)-2-(2-furyl)ethenyl]oxazole to give 2-[(E)-2-(2-furyl)ethenyl]-4-[4-[3-(1-imidazolyl)propyl]phenoxymethyl]oxazole. The yield was 70%. Recrystallization from ethyl acetate-hexane gave colorless prisms, mp 122-123° C. The reactants are COc1ccccc1C1(Cl)C(=O)Nc2ccc(Cl)cc21, O=C(O)C(F)(F)F, CN(C)C(=O)C(N)CC(N)=O. The product is COc1ccccc1C1(NC(CC(N)=O)C(=O)N(C)C)C(=O)Nc2ccc(Cl)cc21. As a reaction SMILES: [Cl:1][C:2]1([c:13]2[c:14]([O:19][CH3:20])[cH:15][cH:16][cH:17][cH:18]2)[C:3](=[O:12])[NH:4][c:5]2[cH:6][cH:7][c:8]([Cl:11])[cH:9][c:10]21.[F:21][C:22]([F:23])([F:24])[C:25]([OH:26])=[O:27].[NH2:28][CH:29]([C:30](=[O:31])[N:32]([CH3:33])[CH3:34])[CH2:35][C:36](=[O:37])[NH2:38]>>[C:2]1([c:13]2[c:14]([O:19][CH3:20])[cH:15][cH:16][cH:17][cH:18]2)([NH:28][CH:29]([C:30](=[O:31])[N:32]([CH3:33])[CH3:34])[CH2:35][C:36](=[O:37])[NH2:38])[C:3](=[O:12])[NH:4][c:5]2[cH:6][cH:7][c:8]([Cl:11])[cH:9][c:10]21. The reactants are CO, CC1(C)CN(S(C)(=O)=O)CCN1, Cl, O=N[O-], [Na+], O. Product: CC1(C)CN(S(C)(=O)=O)CCN1N=O. Reaction SMILES: [CH3:19][OH:20].[CH3:1][S:2](=[O:3])(=[O:4])[N:5]1[CH2:6][C:7]([CH3:11])([CH3:12])[NH:8][CH2:9][CH2:10]1.[ClH:18].[N:13](=[O:14])[O-:15].[Na+:16].[OH2:17]>>[CH3:1][S:2](=[O:3])(=[O:4])[N:5]1[CH2:6][C:7]([CH3:11])([CH3:12])[N:8]([N:13]=[O:14])[CH2:9][CH2:10]1. Starting materials: NC(C(O)C1=CC=C(C=C1)F)CC1=CC=C(C=C1)C(F)(F)F ((1RS,2SR)-2-amino-1-(4-fluorophenyl)-3-(4-(trifluoromethyl)phenyl)-1-propanol), O(C1=CC=CC=C1)C1=CC=C(C(=O)O)C=C1 (4-phenoxybenzoic acid), Cl.C(C)N=C=NCCCN(C)C (1-ethyl-3-(3-dimethylaminopropyl)carbodiimide hydrochloride), ON1N=NC2=C1C=CC=C2 (1-hydroxy-1H-benzotriazole). The solvent is O (water), C(C)#N (acetonitrile). Reaction conditions: time 8 hour. Yields the product FC1=CC=C(C=C1)C(C(CC1=CC=C(C=C1)C(F)(F)F)NC(C1=CC=C(C=C1)OC1=CC=CC=C1)=O)O (N-((1RS,2SR)-2-(4-fluorophenyl)-2-hydroxy-1-((4-(trifluoromethyl)phenyl)methyl)ethyl)-4-phenoxybenzamide). The yield is 69.2%. As a reaction SMILES: [NH2:1][CH:2]([CH2:12][C:13]1[CH:18]=[CH:17][C:16]([C:19]([F:22])([F:21])[F:20])=[CH:15][CH:14]=1)[CH:3]([C:5]1[CH:10]=[CH:9][C:8]([F:11])=[CH:7][CH:6]=1)[OH:4].[O:23]([C:30]1[CH:38]=[CH:37][C:33]([C:34](O)=[O:35])=[CH:32][CH:31]=1)[C:24]1[CH:29]=[CH:28][CH:27]=[CH:26][CH:25]=1.Cl.C(N=C=NCCCN(C)C)C.ON1C2C=CC=CC=2N=N1>C(#N)C.O>[F:11][C:8]1[CH:9]=[CH:10][C:5]([CH:3]([OH:4])[CH:2]([NH:1][C:34](=[O:35])[C:33]2[CH:32]=[CH:31][C:30]([O:23][C:24]3[CH:29]=[CH:28][CH:27]=[CH:26][CH:25]=3)=[CH:38][CH:37]=2)[CH2:12][C:13]2[CH:18]=[CH:17][C:16]([C:19]([F:22])([F:20])[F:21])=[CH:15][CH:14]=2)=[CH:6][CH:7]=1 |f:2.3|. Procedure details: To a solution of (1RS,2SR)-2-amino-1-(4-fluorophenyl)-3-(4-(trifluoromethyl)phenyl)-1-propanol (400 mg, 1.28 mmol) in acetonitrile (20 ml) were added 4-phenoxybenzoic acid (274 mg, 1.28 mmol), 1-ethyl-3-(3-dimethylaminopropyl)carbodiimide hydrochloride (368 mg, 1.92 mmol) and 1-hydroxy-1H-benzotriazole (196 mg, 1.28 mmol) and the mixture was stirred overnight at room temperature. The reaction solution was diluted with water (100 ml) and extracted with ethyl acetate (100 ml×2). The extract was wa... Reactants: c1ccc(COOCc2ccccc2)cc1, ClC(Cl)(Cl)Cl, Cc1cc(C(F)(F)F)nn1-c1ccc(F)c(C#N)c1, O=C1CCC(=O)N1Br. Product: N#Cc1cc(-n2nc(C(F)(F)F)cc2CBr)ccc1F. As a reaction SMILES: [CH2:28]([O:29][O:30][CH2:31][c:32]1[cH:33][cH:34][cH:35][cH:36][cH:37]1)[c:38]1[cH:39][cH:40][cH:41][cH:42][cH:43]1.[Cl:44][C:45]([Cl:46])([Cl:47])[Cl:48].[F:1][c:2]1[c:3]([C:18]#[N:19])[cH:4][c:5](-[n:8]2[n:9][c:10]([C:14]([F:15])([F:16])[F:17])[cH:11][c:12]2[CH3:13])[cH:6][cH:7]1.[O:20]=[C:21]1[N:22]([Br:27])[C:23](=[O:24])[CH2:25][CH2:26]1>>[F:1][c:2]1[c:3]([C:18]#[N:19])[cH:4][c:5](-[n:8]2[n:9][c:10]([C:14]([F:15])([F:16])[F:17])[cH:11][c:12]2[CH2:13][Br:27])[cH:6][cH:7]1. The reactants are C(C)(C)(C)[Si](C)(C)O\C(=C/C)\C1=CC=CC=C1 ((Z)-tert-Butyl(1-phenylprop-1-enyloxy)dimethylsilane), CC[C@H]1CN2CC[C@H]1C[C@@H]2[C@H](C3=C4C=C(C=CC4=NC=C3)OC)OC5=NN=C(C6=CC=CC=C65)O[C@H]([C@H]7C[C@@H]8CCN7C[C@@H]8CC)C9=C1C=C(C=CC1=NC=C9)OC (AD-mix-β), CS(=O)(=O)N (CH3SO2NH2). Solvent: C(C)(C)(C)O.O (tert-butyl alcohol water). Yields the product C1(=CC=CC=C1)C([C@@H](C)O)=O ((R)-1-Phenyl-2-hydroxypropan-1-one). The yield is 57.2%. RXN SMILES: C([Si]([O:8]/[C:9](/[C:12]1[CH:17]=[CH:16][CH:15]=[CH:14][CH:13]=1)=[CH:10]\[CH3:11])(C)C)(C)(C)C.CC[C@@H]1[C@@H]2C[C@H]([C@@H](OC3C4C(=CC=CC=4)C(O[C@@H](C4C=CN=C5C=4C=C(OC)C=C5)[C@@H]4N5C[C@H](CC)[C@@H](CC5)C4)=NN=3)C3C=CN=C4C=3C=C([O:39]C)C=C4)N(CC2)C1.CS(N)(=O)=O>C(O)(C)(C)C.O>[C:12]1([C:9](=[O:8])[C@H:10]([OH:39])[CH3:11])[CH:17]=[CH:16][CH:15]=[CH:14][CH:13]=1 |f:3.4|. Reported procedure: Compound 10b was synthesized by a procedure similar to that described for (R)-10a using (Z)-tert-butyl(1-phenprop-1-enyloxy)dimethylsilane (9b, 7.2 g, 0.029 mol), AD-mix-β (40.7 g), and CH3SO2NH2 (2.8 g, 0.0294 mol) in tert-butyl alcohol-water (110 mL:110 mL) The reaction was quenched with sodium sulfite (29.1 g). After purification, 2.49 g (80%) of the title product was isolated: [α]20D +84.9° (c 1.6, CHCl3); 1H NMR (CDCl3) δ 7.96-7.90 (m, 2H), 7.66-7.58 (m, 1H), 7.54-7.47 (m, 2H), 5.23-5.12 (m... The reactants are O\C=C\1/C(NC2=CC(=CC=C12)F)=O (Z-3-[(hydroxy)-methylene]-6-fluoro-1,3-dihydro-indol-2-one), NC1=NNC=C1 (3-aminopyrazole), O\C=C\1/C(NC2=CC(=CC=C12)F)=O (Z-3-[(hydroxy)-methylene]-6-fluoro-1,3-dihydro-indol-2-one), O\C=C\1/C(NC2=CC=CC=C12)=O (Z-3-[(hydroxy)-methylene]-1,3-dihydro-indol-2-one), C1(=CC=CC=C1)C1=CC(=NN1)N (5-phenyl-1H-pyrazol-3-ylamine), C1(=CC=CC=C1)NC1=NNC=C1 (phenyl-1H-pyrazol-3-ylamine). Run in O1CCCC1 (tetrahydrofuran). The product is FC1=CC=C2C(C(NC2=C1)=O)=CNC1=NNC(=C1)C1=CC=CC=C1 (6-Fluoro-3-[(5-phenyl-1H-pyrazol-3-ylamino)-methylene]-1,3-dihydro-indol-2-one). As a reaction SMILES: O/[CH:2]=[C:3]1\[C:4](=[O:13])[NH:5][C:6]2[C:11]\1=[CH:10][CH:9]=[C:8]([F:12])[CH:7]=2.O/C=C1\C(=O)NC2C\1=CC=CC=2.[C:26]1([C:32]2[NH:36][N:35]=[C:34]([NH2:37])[CH:33]=2)[CH:31]=[CH:30][CH:29]=[CH:28][CH:27]=1.NC1C=CNN=1.C1(NC2C=CNN=2)C=CC=CC=1>O1CCCC1>[F:12][C:8]1[CH:7]=[C:6]2[C:11]([C:3](=[CH:2][NH:37][C:34]3[CH:33]=[C:32]([C:26]4[CH:31]=[CH:30][CH:29]=[CH:28][CH:27]=4)[NH:36][N:35]=3)[C:4](=[O:13])[NH:5]2)=[CH:10][CH:9]=1. Reported procedure: The named compound is prepared by substituting E & Z-3-[(hydroxy)-methylene]-6-fluoro-1,3-dihydro-indol-2-one for E & Z-3-[(hydroxy)-methylene]-1,3-dihydro-indol-2-one and 5-phenyl-1H-pyrazol-3-ylamine for 3-aminopyrazole in the reaction of Example 1. Specifically, E & Z-3-[(hydroxy)-methylene]-6-fluoro-1,3-dihydro-indol-2-one (0.033 gms.) is reacted with 0.065 gms. 5.-phenyl-1H-pyrazol-3-ylamine by refluxing in tetrahydrofuran (0.88 mL) to afford the named compound in the amount of 0.0417 gms.